From a dataset of the Open Reaction Database (ORD), a public repository of structured organic reaction records. describe an organic reaction: reactants, conditions, products, and yield Reactants: C1CCOC1, O=C(C=Cc1ccc(O)cc1)c1ccccc1, [Pd]. Yields the product O=C(CCc1ccc(O)cc1)c1ccccc1. As a reaction SMILES: [CH2:19]1[O:20][CH2:21][CH2:22][CH2:23]1.[OH:1][c:2]1[cH:3][cH:4][c:5]([CH:8]=[CH:9][C:10](=[O:11])[c:12]2[cH:13][cH:14][cH:15][cH:16][cH:17]2)[cH:6][cH:7]1.[Pd:18]>>[OH:1][c:2]1[cH:3][cH:4][c:5]([CH2:8][CH2:9][C:10](=[O:11])[c:12]2[cH:13][cH:14][cH:15][cH:16][cH:17]2)[cH:6][cH:7]1.